Dataset: the Open Reaction Database (ORD), a public repository of structured organic reaction records. Task: describe an organic reaction: reactants, conditions, products, and yield Reported procedure: 12-Anino-8-fluoro-6H-[1]benzothieno[2,3-b][1,5]benzodiazepine hydrochloride (102 g) was suspended in toluene (600 ml), and the mixture was stirred under reflux with heating for 3 hours to remove water. The mixture was cooled to 70° C. under a nitrogen atmosphere, and N-methylpiperazine (300 ml) was added. The mixture was stirred with heating under a nitrogen atmosphere until the inside temperature reached 120° C. while removing toluene for 1.5 hours. The mixture was heated under a nitrogen atmos... Conditions: temperature 70 celsius. Reactants: Cl.NC=1C2=C(NC3=C(N1)C=CC(=C3)F)SC3=C2C=CC=C3 (12-Anino-8-fluoro-6H-[1]benzothieno[2,3-b][1,5]benzodiazepine hydrochloride), C1(=CC=CC=C1)C (toluene). RXN SMILES: Cl.[NH2:2][C:3]1[C:4]2[C:17]3[CH:18]=[CH:19][CH:20]=[CH:21][C:16]=3[S:15][C:5]=2[NH:6][C:7]2[CH:13]=[C:12]([F:14])[CH:11]=[CH:10][C:8]=2[N:9]=1.[C:22]1([CH3:28])C=CC=CC=1>>[F:14][C:12]1[CH:11]=[CH:10][C:8]2[N:9]=[C:3]([N:2]3[CH2:28][CH2:22][N:6]([CH3:7])[CH2:5][CH2:4]3)[C:4]3[C:17]4[CH:18]=[CH:19][CH:20]=[CH:21][C:16]=4[S:15][C:5]=3[NH:6][C:7]=2[CH:13]=1 |f:0.1|. Yields the product FC1=CC2=C(N=C(C3=C(N2)SC2=C3C=CC=C2)N2CCN(CC2)C)C=C1 (8-fluoro-12-(4-methylpiperazin-1-yl)-6H-[1]benzothieno[2,3-b][1,5]benzodiazepine). The yield is 79.3%. Reaction SMILES: [Cl:1][C:2]1[CH:12]=[CH:11][C:5]([O:6][CH2:7][CH:8]2[CH2:10][O:9]2)=[CH:4][CH:3]=1.[F:13][C:14]([F:30])([F:29])[C:15]1[CH:28]=[CH:27][C:18]([O:19][CH2:20][CH:21]2[CH2:26][CH2:25][CH2:24][NH:23][CH2:22]2)=[CH:17][CH:16]=1>CO>[Cl:1][C:2]1[CH:12]=[CH:11][C:5]([O:6][CH2:7][CH:8]([OH:9])[CH2:10][N:23]2[CH2:24][CH2:25][CH2:26][CH:21]([CH2:20][O:19][C:18]3[CH:27]=[CH:28][C:15]([C:14]([F:13])([F:29])[F:30])=[CH:16][CH:17]=3)[CH2:22]2)=[CH:4][CH:3]=1. Solvent: CO (methanol). The product is ClC1=CC=C(OCC(CN2CC(CCC2)COC2=CC=C(C=C2)C(F)(F)F)O)C=C1 (1-(4-Chloro-phenoxy)-3-[3-(4-trifluoromethyl-phenoxymethyl)-piperidin-1-yl]-propan-2-ol). Procedure: 2-(4-Chloro-phenoxymethyl)-oxirane (50 mg) and of 3-(4-Trifluoromethyl-phenoxymethyl)-piperidine (70 mg, 1.0 equivalent) in 4 mL of methanol were heated in a sealed tube at 100° C. for 16 hours, cooled to room temperature, transferred to a round-bottomed flask, and concentrated in vacuo. The crude residue was purified by flash chromatography on silica gel using as eluent a gradient of ethyl acetate in hexane containing 1% ammonium hydroxide. 95 mg of 1-(4-Chloro-phenoxy)-3-[3-(4-trifluoromethyl-... Reactants: ClC1=CC=C(OCC2OC2)C=C1 (2-(4-Chloro-phenoxymethyl)-oxirane), FC(C1=CC=C(OCC2CNCCC2)C=C1)(F)F (3-(4-Trifluoromethyl-phenoxymethyl)-piperidine). The reactants are N1=CC=C(C=C1)CC=1C(NC(=NC1)SC)=O (5-(4-Pyridylmethyl)-2-methylthio-4-pyrimidone), BrC=1C(=NC=CC1)CSCCN (2-(3-bromo-2-pyridylmethylthio)ethylamine). Reaction SMILES: [N:1]1[CH:6]=[CH:5][C:4]([CH2:7][C:8]2[C:9](=[O:16])[NH:10][C:11](SC)=[N:12][CH:13]=2)=[CH:3][CH:2]=1.[Br:17][C:18]1[C:19]([CH2:24][S:25][CH2:26][CH2:27][NH2:28])=[N:20][CH:21]=[CH:22][CH:23]=1>>[Br:17][C:18]1[C:19]([CH2:24][S:25][CH2:26][CH2:27][NH:28][C:11]2[NH:10][C:9](=[O:16])[C:8]([CH2:7][C:4]3[CH:3]=[CH:2][N:1]=[CH:6][CH:5]=3)=[CH:13][N:12]=2)=[N:20][CH:21]=[CH:22][CH:23]=1. The product is BrC=1C(=NC=CC1)CSCCNC1=NC=C(C(N1)=O)CC1=CC=NC=C1 (2-[2-(3-bromo-2-pyridylmethylthio)ethylamino]-5-(4-pyridylmethyl)-4-pyrimidone). Procedure details: 5-(4-Pyridylmethyl)-2-methylthio-4-pyrimidone (1.1 g) was reacted with 2-(3-bromo-2-pyridylmethylthio)ethylamine (1.15 g) according to the procedure of Example 2. The reaction mixture was triturated under hot water to give 2-[2-(3-bromo-2-pyridylmethylthio)ethylamino]-5-(4-pyridylmethyl)-4-pyrimidone. This product was acidified with dilute ethanolic hydrogen chloride, evaporated to dryness and the residue crystallised from ethanol to give the title compound m.p. 211°-215° (decomp).